Dataset: the Open Reaction Database (ORD), a public repository of structured organic reaction records. Task: describe an organic reaction: reactants, conditions, products, and yield The reactants are ClC1=C(N=C(S1)NC=O)C(C(=O)NC1[C@@H]2N(C(=C(CS2)Cl)C(=O)OCC2=CC=C(C=C2)[N+](=O)[O-])C1=O)=NOCC(=O)OC(C)(C)C (p-Nitrobenzyl 7-[2-(5-chloro-2-formamidothiazol-4-yl)-2-t-butoxycarbonylmethoxyiminoacetamido]-3-chloro-3-cephem-4-carboxylate). Reagents/catalysts: [C].[Pd] (palladium carbon). Solvent: CO (methanol), O1CCCC1 (tetrahydrofuran), C(C)(=O)O (acetic acid). Yields the product ClC1=C(N=C(S1)NC=O)C(C(=O)NC1[C@@H]2N(C(=C(CS2)Cl)C(=O)O)C1=O)=NOCC(=O)OC(C)(C)C (7-[2-(5-chloro-2-formamidothiazol-4-yl)-2-t-butoxycarbonylmethoxyiminoacetamido]-3-chloro-3-cephem-4-carboxylic acid). Yield: 80.1%. As a reaction SMILES: [Cl:1][C:2]1[S:6][C:5]([NH:7][CH:8]=[O:9])=[N:4][C:3]=1[C:10](=[N:37][O:38][CH2:39][C:40]([O:42][C:43]([CH3:46])([CH3:45])[CH3:44])=[O:41])[C:11]([NH:13][CH:14]1[C:35](=[O:36])[N:16]2[C:17]([C:22]([O:24]CC3C=CC([N+]([O-])=O)=CC=3)=[O:23])=[C:18]([Cl:21])[CH2:19][S:20][C@H:15]12)=[O:12]>CO.O1CCCC1.C(O)(=O)C.[C].[Pd]>[Cl:1][C:2]1[S:6][C:5]([NH:7][CH:8]=[O:9])=[N:4][C:3]=1[C:10](=[N:37][O:38][CH2:39][C:40]([O:42][C:43]([CH3:46])([CH3:45])[CH3:44])=[O:41])[C:11]([NH:13][CH:14]1[C:35](=[O:36])[N:16]2[C:17]([C:22]([OH:24])=[O:23])=[C:18]([Cl:21])[CH2:19][S:20][C@H:15]12)=[O:12] |f:4.5|. Reported procedure: p-Nitrobenzyl 7-[2-(5-chloro-2-formamidothiazol-4-yl)-2-t-butoxycarbonylmethoxyiminoacetamido]-3-chloro-3-cephem-4-carboxylate (syn isomer) (6.2 g) was dissolved in a mixed solution of methanol (60 ml), tetrahydrofuran (40 ml) and glacial acetic acid (0.5 ml). After adding 10% palladium carbon (3.1 g) to the solution, the mixture was subjected to catalytic reduction at room temperature under atmospheric pressure. The catalyst was filtered off, and the filterate was concentrated under reduced pre... Reactants: C(N)(=O)C1=CC(=CC=2NC(=NC21)C2=CC=C(C=C2)C2CCN(CC2)C(=O)OC(C)(C)C)F (tert butyl 4-(4-(4-carbamoyl-6-fluoro-1H-benzimidazol-2-yl)phenyl)piperidine-1-carboxylate), FC(C(=O)O)(F)F (trifluoroacetic acid). The solvent is ClCCl (dichloromethane). Reaction conditions: time 4 hour. Yields the product FC=1C=C(C2=C(NC(=N2)C2=CC=C(C=C2)C2CCNCC2)C1)C(=O)N (6-fluoro-2-(4-piperidin-4-ylphenyl)-1H-benzimidazole-4-carboxamide). Yield: 64.5%. As a reaction SMILES: [C:1]([C:4]1[C:12]2[N:11]=[C:10]([C:13]3[CH:18]=[CH:17][C:16]([CH:19]4[CH2:24][CH2:23][N:22](C(OC(C)(C)C)=O)[CH2:21][CH2:20]4)=[CH:15][CH:14]=3)[NH:9][C:8]=2[CH:7]=[C:6]([F:32])[CH:5]=1)(=[O:3])[NH2:2].FC(F)(F)C(O)=O>ClCCl>[F:32][C:6]1[CH:5]=[C:4]([C:1]([NH2:2])=[O:3])[C:12]2[N:11]=[C:10]([C:13]3[CH:18]=[CH:17][C:16]([CH:19]4[CH2:20][CH2:21][NH:22][CH2:23][CH2:24]4)=[CH:15][CH:14]=3)[NH:9][C:8]=2[CH:7]=1. Procedure details: A mixture of EXAMPLE 88C (0.26 g, 0.6 mmol) in dichloromethane (5 mL) was treated with trifluoroacetic acid (5 mL) and the mixture stirred at ambient temperature for 4 hours. The mixture was concentrated and purified by flash chromatography on silica gel using 0-10% methanol/dichloromethane/0.1% ammonium hydroxide, followed by HPLC on a C18 column using 0-100% acetonitrile/water/0.1% trifluoroacetic acid, to provide the title compound (0.131 g) as the trifluoroacetate salt. 1HNMR (DMSO-D6) δ 9.2... Starting materials: COC1=NC=CC(=C1)N (2-methoxypyridin-4-amine), N1=CC=CC=C1 (pyridine), Cl (HCl), FC1=C(C(=O)Cl)C=CC(=C1)C(F)(F)F (2-fluoro-4-(trifluoromethyl)benzoyl chloride). The solvent is ClCCl (dichloromethane), ClCCl (dichloromethane), ClCCl (dichloromethane). Reaction conditions: time 8 hour. Yields the product FC1=C(C(=O)NC2=CC(=NC=C2)OC)C=CC(=C1)C(F)(F)F (2-fluoro-N-(2-methoxy-4-pyridyl)-4-(trifluoromethyl)benzamide). The yield is 74.1%. As a reaction SMILES: [F:1][C:2]1[CH:10]=[C:9]([C:11]([F:14])([F:13])[F:12])[CH:8]=[CH:7][C:3]=1[C:4](Cl)=[O:5].[CH3:15][O:16][C:17]1[CH:22]=[C:21]([NH2:23])[CH:20]=[CH:19][N:18]=1.N1C=CC=CC=1.Cl>ClCCl>[F:1][C:2]1[CH:10]=[C:9]([C:11]([F:14])([F:13])[F:12])[CH:8]=[CH:7][C:3]=1[C:4]([NH:23][C:21]1[CH:20]=[CH:19][N:18]=[C:17]([O:16][CH3:15])[CH:22]=1)=[O:5]. Reported procedure: A solution of 2-fluoro-4-(trifluoromethyl)benzoyl chloride (25.0 g, 110.3 mmol) in dichloromethane (125.0 mL) was added drop-wise to a mixture of 2-methoxypyridin-4-amine (13.7 g, 110.3 mmol), pyridine (26.8 mL, 330.9 mmol) and dichloromethane (500.0 mL) at 0° C. The mixture was allowed to warm to room temperature and was stirred at that temperature overnight. The mixture was poured into 1N HCl (200 mL) and dichloromethane (200 mL). The layers were separated and the organic layer was dried over ... The reactants are CN1CCOCC1 (NMM), C(=O)O (formic acid), COC(=O)C1(CN(CC1)C(=O)OC(C)(C)C)N (3-Amino-pyrrolidine-1,3-dicarboxylic acid 1-tert-butyl ester 3-methyl ester), ClC1=NC(=NC(=N1)OC)OC (2-Chloro-4,6 dimethoxy-1,3,5-Triazine). Reagents/catalysts: CN(C)C=1C=CN=CC1 (DMAP). Product: COC(=O)C1(CN(CC1)C(=O)OC(C)(C)C)NC=O (3-Formylamino-pyrrolidine-1,3-dicarboxylic acid 1-tert-butyl ester 3-methyl ester). Reaction SMILES: [CH:1](O)=[O:2].[CH3:4][O:5][C:6]([C:8]1([NH2:20])[CH2:12][CH2:11][N:10]([C:13]([O:15][C:16]([CH3:19])([CH3:18])[CH3:17])=[O:14])[CH2:9]1)=[O:7].ClC1N=C(OC)N=C(OC)N=1.CN1CCOCC1>CN(C1C=CN=CC=1)C>[CH3:4][O:5][C:6]([C:8]1([NH:20][CH:1]=[O:2])[CH2:12][CH2:11][N:10]([C:13]([O:15][C:16]([CH3:17])([CH3:19])[CH3:18])=[O:14])[CH2:9]1)=[O:7]. Procedure: Added formic acid (200 mg, 4.34 mmol) to solution of 3-Amino-pyrrolidine-1,3-dicarboxylic acid 1-tert-butyl ester 3-methyl ester (1T) (900 mg, 3.688 mmol); 2-Chloro-4,6 dimethoxy-1,3,5-Triazine (CDMT) (800 mg, 4.556 mmol); DMAP (20 mg), and NMM (400 mg, 4 mmol) at room temperature, then stirred overnight. The solvent was evaporated and the residue extracted with MeCl2 (200 ml), washed with H2O (50 ml), dried over MgSO4, filtered and solvent evaporated yielding a solid which chromatographed on si... Starting materials: ClC1=C(N(C(C(=N1)NC[C@@H]1N(CCCC1)CC1CC1)=O)CC(=O)O)C (2-[3-chloro-5-({[(2R)-1-(cyclopropylmethyl)piperidinyl]methyl}amino)-2-methyl-6-oxo-1(6H)-pyrazinyl]acetic acid), CC1=CNC2=CC=C(C=C12)CN ((3-methyl-1H-indol-5-yl)methylamine). Yields the product ClC1=C(N(C(C(=N1)NC[C@@H]1N(CCCC1)CC1CC1)=O)CC(=O)NCC=1C=C2C(=CNC2=CC1)C)C (2-[3-Chloro-5-({[(2R)-1-(cyclopropylmethyl)piperidinyl]methyl}amino)-2-methyl-6-oxo-1(6H)-pyrazinyl]-N-[(3-methyl-1H-indol-5-yl)methyl]acetamide), product. Yield: 14.0%. As a reaction SMILES: [Cl:1][C:2]1[N:7]=[C:6]([NH:8][CH2:9][C@H:10]2[CH2:15][CH2:14][CH2:13][CH2:12][N:11]2[CH2:16][CH:17]2[CH2:19][CH2:18]2)[C:5](=[O:20])[N:4]([CH2:21][C:22](O)=[O:23])[C:3]=1[CH3:25].[CH3:26][C:27]1[C:35]2[C:30](=[CH:31][CH:32]=[C:33]([CH2:36][NH2:37])[CH:34]=2)[NH:29][CH:28]=1>>[Cl:1][C:2]1[N:7]=[C:6]([NH:8][CH2:9][C@H:10]2[CH2:15][CH2:14][CH2:13][CH2:12][N:11]2[CH2:16][CH:17]2[CH2:18][CH2:19]2)[C:5](=[O:20])[N:4]([CH2:21][C:22]([NH:37][CH2:36][C:33]2[CH:34]=[C:35]3[C:30](=[CH:31][CH:32]=2)[NH:29][CH:28]=[C:27]3[CH3:26])=[O:23])[C:3]=1[CH3:25]. Procedure: The title compound was prepared by a similar method to preparation 45 from 2-[3-chloro-5-({[(2R)-1-(cyclopropylmethyl)piperidinyl]methyl}amino)-2-methyl-6-oxo-1(6H)-pyrazinyl]acetic acid [see preparation 72] and (3-methyl-1H-indol-5-yl)methylamine (preperation 36) to afford the product as a white solid, (14%). LRMS: m/z=511 (M+). The reactants are CN1C2CN(CC1COC2)C=2C=CC(=NC2)N (5-(9-Methyl-7-oxa-3,9-diaza-bicyclo[3.3.1]nonan-3-yl)pyridin-2-amine), BrC=1C(N(C=C(C1)Br)C)=O (3,5-dibromo-1-methylpyridin-2(1H)-one), CC1(C2=C(C(=CC=C2)P(C3=CC=CC=C3)C4=CC=CC=C4)OC5=C(C=CC=C51)P(C6=CC=CC=C6)C7=CC=CC=C7)C (Xantphos), C(=O)([O-])[O-].[Cs+].[Cs+] (Cs2CO3). The reagents and catalysts are C=1C=CC(=CC1)/C=C/C(=O)/C=C/C2=CC=CC=C2.C=1C=CC(=CC1)/C=C/C(=O)/C=C/C2=CC=CC=C2.C=1C=CC(=CC1)/C=C/C(=O)/C=C/C2=CC=CC=C2.[Pd].[Pd] (Pd2(dba)3). Run in O1CCOCC1 (dioxane). Conditions: temperature 105 celsius, time 8 hour. Yields the product BrC=1C=C(C(N(C1)C)=O)NC1=NC=C(C=C1)N1CC2COCC(C1)N2C (5-Bromo-1-methyl-3-(5-(9-methyl-7-oxa-3,9-diaza-bicyclo[3.3.1]-nonan-3-yl)pyridin-2-ylamino)pyridin-2(1H)-one). Reaction SMILES: [CH3:1][N:2]1[CH:7]2[CH2:8][O:9][CH2:10][CH:3]1[CH2:4][N:5]([C:11]1[CH:12]=[CH:13][C:14]([NH2:17])=[N:15][CH:16]=1)[CH2:6]2.Br[C:19]1[C:20](=[O:27])[N:21]([CH3:26])[CH:22]=[C:23]([Br:25])[CH:24]=1.CC1(C)C2C(=C(P(C3C=CC=CC=3)C3C=CC=CC=3)C=CC=2)OC2C(P(C3C=CC=CC=3)C3C=CC=CC=3)=CC=CC1=2.C([O-])([O-])=O.[Cs+].[Cs+]>O1CCOCC1.C1C=CC(/C=C/C(/C=C/C2C=CC=CC=2)=O)=CC=1.C1C=CC(/C=C/C(/C=C/C2C=CC=CC=2)=O)=CC=1.C1C=CC(/C=C/C(/C=C/C2C=CC=CC=2)=O)=CC=1.[Pd].[Pd]>[Br:25][C:23]1[CH:24]=[C:19]([NH:17][C:14]2[CH:13]=[CH:12][C:11]([N:5]3[CH2:6][CH:7]4[N:2]([CH3:1])[CH:3]([CH2:10][O:9][CH2:8]4)[CH2:4]3)=[CH:16][N:15]=2)[C:20](=[O:27])[N:21]([CH3:26])[CH:22]=1 |f:3.4.5,7.8.9.10.11|. Procedure details: To a solution of 112j (500 mg, 2.1 mmol) and 3,5-dibromo-1-methylpyridin-2(1H)-one (852 mg, 3.2 mmol) in dioxane (100 ml) was added Xantphos (58 mg, 0.1 mmol), Cs2CO3 (2.1g, 6.4 mmol) and Pd2(dba)3 (110 mg, 0.1 mmol). The reaction mixture was stirred at 105° C. overnight. The mixture was cooled to RT, filtered, concentrated, and the crude product was purified through a silica gel column eluting with MeOH:DCM=0 to 1:5 to 112k (500 mg, 46.4%). MS: [M+H]+: 421 Starting materials: CO, Cc1cc([N+](=O)[O-])ccc1N1CCOCCC1=O. The product is Cc1cc(N)ccc1N1CCOCCC1=O. Reaction SMILES: [CH3:19][OH:20].[CH3:1][c:2]1[cH:3][c:4]([N+:16]([O-:17])=[O:18])[cH:5][cH:6][c:7]1[N:8]1[CH2:9][CH2:10][O:11][CH2:12][CH2:13][C:14]1=[O:15]>>[CH3:1][c:2]1[cH:3][c:4]([NH2:16])[cH:5][cH:6][c:7]1[N:8]1[CH2:9][CH2:10][O:11][CH2:12][CH2:13][C:14]1=[O:15]. The reactants are CCN(C(C)C)C(C)C, O=C(Cl)OCc1ccccc1, O=C(O)C1CCN1, CN(C)C=O. Product: O=C(O)C1CCN1C(=O)OCc1ccccc1. RXN SMILES: [CH:8]([N:9]([CH2:10][CH3:11])[CH:12]([CH3:13])[CH3:14])([CH3:15])[CH3:16].[Cl:17][C:18](=[O:19])[O:20][CH2:21][c:22]1[cH:23][cH:24][cH:25][cH:26][cH:27]1.[NH:1]1[CH:2]([C:5](=[O:6])[OH:7])[CH2:3][CH2:4]1.[O:28]=[CH:29][N:30]([CH3:31])[CH3:32]>>[N:1]1([C:18](=[O:19])[O:20][CH2:21][c:22]2[cH:23][cH:24][cH:25][cH:26][cH:27]2)[CH:2]([C:5](=[O:6])[OH:7])[CH2:3][CH2:4]1. Reactants: C(CCC)[Li] (n-butyllithium), C1(C=CCCC1)=O (2-cyclohexenone), C(C)OCC (diethyl ether), cuprous iodide, C(C)(=O)Cl (acetyl chloride). Solvent: CCCCCC (hexane). Run at time 30 minute. The product is C(CCC)C1CC(CCC1)=O (3-n-butylcyclohexanone), C(C)(=O)C1C(CCCC1CCCC)=O (2-acetyl-3-n-butylcyclohexanone). As a reaction SMILES: C([O:3][CH2:4][CH3:5])C.[CH2:6]([Li])[CH2:7][CH2:8][CH3:9].[C:11]1(=[O:17])[CH2:16][CH2:15][CH2:14][CH:13]=[CH:12]1.C(Cl)(=O)C>CCCCCC>[CH2:6]([CH:13]1[CH2:14][CH2:15][CH2:16][C:11](=[O:17])[CH2:12]1)[CH2:7][CH2:8][CH3:9].[C:4]([CH:12]1[CH:13]([CH2:6][CH2:7][CH2:8][CH3:9])[CH2:14][CH2:15][CH2:16][C:11]1=[O:17])(=[O:3])[CH3:5]. Procedure: To 20 ml of anhydrous diethyl ether was added 1.9 g (10 mmol) of cuprous iodide, and at -78° C in an atmosphere of nitrogen, 12.8 ml (20 mmol) of a 15 % by weight hexane solution of n-butyllithium was added. The mixture was stirred for 30 minutes, and then, 960 mg (10 mmol) of 2-cyclohexenone was added. The mixture was further stirred for one hour. Then, 3.93 g (50 mmol) of acetyl chloride was added, and the mixture was stirred for 2 hours at room temperature. After the reaction, the reaction pr...